This data is from the Open Reaction Database (ORD), a public repository of structured organic reaction records. The task is: describe an organic reaction: reactants, conditions, products, and yield The reactants are IC1=NN(C2=CC(=CC=C12)C=O)COCC[Si](C)(C)C (3-iodo-1-((2-(trimethylsilyl)ethoxy)methyl)-1H-indazole-6-carbaldehyde), C(=C)C1=CC=NC=C1 (4-vinylpyridine), C(C)(C)N(CC)C(C)C (diisopropylethylamine), CC1=C(C=CC=C1)P(C2=C(C=CC=C2)C)C3=C(C=CC=C3)C (P(o-tol)3). Reagents/catalysts: CC(=O)[O-].CC(=O)[O-].[Pd+2] (Pd(OAc)2). The solvent is CN(C)C=O (DMF). Run at temperature 100 celsius. The product is N1=CC=C(C=C1)/C=C/C1=NN(C2=CC(=CC=C12)C=O)COCC[Si](C)(C)C ((E)-3-(2-(pyridin-4-yl)vinyl)-1-((2-(trimethylsilyl)ethoxy)methyl)-1H-indazole-6-carbaldehyde). The yield is 49.0%. RXN SMILES: I[C:2]1[C:10]2[C:5](=[CH:6][C:7]([CH:11]=[O:12])=[CH:8][CH:9]=2)[N:4]([CH2:13][O:14][CH2:15][CH2:16][Si:17]([CH3:20])([CH3:19])[CH3:18])[N:3]=1.[CH:21]([C:23]1[CH:28]=[CH:27][N:26]=[CH:25][CH:24]=1)=[CH2:22].C(N(C(C)C)CC)(C)C.CC1C=CC=CC=1P(C1C=CC=CC=1C)C1C=CC=CC=1C>CC([O-])=O.CC([O-])=O.[Pd+2].CN(C=O)C>[N:26]1[CH:27]=[CH:28][C:23](/[CH:21]=[CH:22]/[C:2]2[C:10]3[C:5](=[CH:6][C:7]([CH:11]=[O:12])=[CH:8][CH:9]=3)[N:4]([CH2:13][O:14][CH2:15][CH2:16][Si:17]([CH3:20])([CH3:19])[CH3:18])[N:3]=2)=[CH:24][CH:25]=1 |f:4.5.6|. Reported procedure: A solution of 3-iodo-1-((2-(trimethylsilyl)ethoxy)methyl)-1H-indazole-6-carbaldehyde (2.0 g, 4.98 mmol), 4-vinylpyridine (0.69 mL, 6.47 mmol), diisopropylethylamine (1.74 mL, 9.96 mmol) and DMF (50 mL) was purged with Ar gas for 20 min at which time Pd(OAc)2 (112 mg, 0.500 mmol) and P(o-tol)3 (457 mg, 1.50 mmol) were added and the reaction heated to 100° C. for 20 hours. The reaction was cooled to room temperature and partitioned between EtOAc and NH4Cl. The aqueous layer was extracted with EtOA... Reactants: C(=O)([O-])[O-].[K+].[K+] (K2CO3), C(C1=CC=CC=C1)Br (benzylbromide), C(C)(=O)C=1OC2=C(C1)C(=CC=C2O)S(NCC(=O)O)(=O)=O (2-acetyl-4-(N-carboxymethylsulfamoyl)-7-hydroxybenzofuran), O (water). Solvent: CN(C)C=O (DMF). Product: C(C)(=O)C=1OC2=C(C1)C(=CC=C2OCC2=CC=CC=C2)S(NCC(=O)O)(=O)=O (2-acetyl-4-(N-carboxymethylsulfamoyl)-7-benzyloxybenzofuran). Yield: 56.1%. RXN SMILES: [C:1]([C:4]1[O:5][C:6]2[C:12]([OH:13])=[CH:11][CH:10]=[C:9]([S:14](=[O:21])(=[O:20])[NH:15][CH2:16][C:17]([OH:19])=[O:18])[C:7]=2[CH:8]=1)(=[O:3])[CH3:2].C([O-])([O-])=O.[K+].[K+].[CH2:28](Br)[C:29]1[CH:34]=[CH:33][CH:32]=[CH:31][CH:30]=1.O>CN(C=O)C>[C:1]([C:4]1[O:5][C:6]2[C:12]([O:13][CH2:28][C:29]3[CH:34]=[CH:33][CH:32]=[CH:31][CH:30]=3)=[CH:11][CH:10]=[C:9]([S:14](=[O:20])(=[O:21])[NH:15][CH2:16][C:17]([OH:19])=[O:18])[C:7]=2[CH:8]=1)(=[O:3])[CH3:2] |f:1.2.3|. Procedure details: A mixture of the 7-hydroxy compound (1.8 g) obtained in Example 28 (Compound No. 28), K2CO3 (1.6 g) and benzylbromide (2.9 g) in DMF was stirred at 80° C. for 3 hours. The reaction mixture was poured into water and extracted with ethyl acetate, which was purified by a silica-gel column chromatography to give 1.3 g of 2-acetyl-4-(N-carboxymethylsulfamoyl)-7-benzyloxybenzofuran as yellow crystals. After the obtained product was added to 20 ml of 2N-NaOH aqueous solution and the mixture was stirred... Reactants: FC1=C(C=C(C=C1)OC)C1=C(C=C(C=C1)C(=O)OC)C1C(CCC1OS(=O)(=O)C)C (Methyl 2′-fluoro-2-(2-methyl-5-((methylsulfonyl)oxy)cyclopentyl)-5′-(methyloxy)-1,1′-biphenyl-4-carboxylate), C1CCC2=NCCCN2CC1 (DBU). The solvent is C1(=CC=CC=C1)C (toluene). Run at temperature 95 celsius, time 16 hour. Yields the product FC1=C(C=C(C=C1)OC)C1=C(C=C(C=C1)C(=O)OC)C1C=CCC1C (Methyl 2′-fluoro-2-(5-methyl-2-cyclopenten-1-yl)-5′-(methyloxy)-1,1′-biphenyl-4-carboxylate). The yield is 65.1%. Reaction SMILES: [F:1][C:2]1[CH:7]=[CH:6][C:5]([O:8][CH3:9])=[CH:4][C:3]=1[C:10]1[CH:15]=[CH:14][C:13]([C:16]([O:18][CH3:19])=[O:17])=[CH:12][C:11]=1[CH:20]1[CH:24](OS(C)(=O)=O)[CH2:23][CH2:22][CH:21]1[CH3:30].C1CCN2C(=NCCC2)CC1>C1(C)C=CC=CC=1>[F:1][C:2]1[CH:7]=[CH:6][C:5]([O:8][CH3:9])=[CH:4][C:3]=1[C:10]1[CH:15]=[CH:14][C:13]([C:16]([O:18][CH3:19])=[O:17])=[CH:12][C:11]=1[CH:20]1[CH:21]([CH3:30])[CH2:22][CH:23]=[CH:24]1. Reported procedure: A 200 mL round bottom flask was charged with 66.56E (mixture of diastereomers) (0.59 g, 1.4 mmol), toluene (10 mL), and DBU (2.0 mL, 14 mmol). The resulting solution was stirred for 16 hours at 95° C., cooled to room temperature, and quenched with 1 N HCl. The mixture was diluted with EtOAc, washed with water and brine, dried (MgSO4), and concentrated. The initial product was purified by silica gel flash chromatography (0-10% EtOAc/hexane) to afford 66.56F (mixture of diastereomers) (0.31 g, 67%... Starting materials: CCO, CC12C=CC(C)(O1)C([N+](=O)[O-])C2, [H][H], [Pd]. Yields the product CC12CCC(C)(O1)C([N+](=O)[O-])C2. RXN SMILES: [CH3:16][CH2:17][OH:18].[CH3:1][C:2]12[CH:3]=[CH:4][C:5]([CH3:12])([CH:6]([N+:8](=[O:9])[O-:10])[CH2:7]1)[O:11]2.[H:13][H:14].[Pd:15]>>[CH3:1][C:2]12[CH2:3][CH2:4][C:5]([CH3:12])([CH:6]([N+:8](=[O:9])[O-:10])[CH2:7]1)[O:11]2. Reactants: C(C)OC(C(=O)O)N1C(C2=CC(=CC=C2C1)C)=O ((RS)-ethoxy-(6-methyl-1-oxo-1,3-dihydro-isoindol-2-yl)-acetic acid), C(C1=CC=CC=C1)OC(\N=C(\C1=CC=C(C=C1)CN)/N)=O ([1-amino-1-(4-aminomethyl-phenyl)-meth-(Z)-ylidene]-carbamic acid benzyl ester). Yields the product C(C1=CC=CC=C1)OC(\N=C(\C1=CC=C(C=C1)CNC(C(N1C(C2=CC(=CC=C2C1)C)=O)OCC)=O)/N)=O ((RS)-[1-amino-1-(4-{[2-ethoxy-2-(6-methyl-1-oxo-1,3-dihydro-isoindol-2-yl)-acetylamino]-methyl}-phenyl)-meth-(Z)-ylidene]-carbamic acid benzyl ester). RXN SMILES: [CH2:1]([O:3][CH:4]([N:8]1[CH2:16][C:15]2[C:10](=[CH:11][C:12]([CH3:17])=[CH:13][CH:14]=2)[C:9]1=[O:18])[C:5]([OH:7])=O)[CH3:2].[CH2:19]([O:26][C:27](=[O:39])/[N:28]=[C:29](\[NH2:38])/[C:30]1[CH:35]=[CH:34][C:33]([CH2:36][NH2:37])=[CH:32][CH:31]=1)[C:20]1[CH:25]=[CH:24][CH:23]=[CH:22][CH:21]=1>>[CH2:19]([O:26][C:27](=[O:39])/[N:28]=[C:29](\[NH2:38])/[C:30]1[CH:31]=[CH:32][C:33]([CH2:36][NH:37][C:5](=[O:7])[CH:4]([O:3][CH2:1][CH3:2])[N:8]2[CH2:16][C:15]3[C:10](=[CH:11][C:12]([CH3:17])=[CH:13][CH:14]=3)[C:9]2=[O:18])=[CH:34][CH:35]=1)[C:20]1[CH:25]=[CH:24][CH:23]=[CH:22][CH:21]=1. Reported procedure: According to general procedure C, (RS)-ethoxy-(6-methyl-1-oxo-1,3-dihydro-isoindol-2-yl)-acetic acid was reacted with [1-amino-1-(4-aminomethyl-phenyl)-meth-(Z)-ylidene]-carbamic acid benzyl ester to give (RS)-[1-amino-1-(4-{[2-ethoxy-2-(6-methyl-1-oxo-1,3-dihydro-isoindol-2-yl)-acetylamino]-methyl}-phenyl)-meth-(Z)-ylidene]-carbamic acid benzyl ester as light yellow foam, MS 515.5 ([M+H]+). Starting materials: C1N[C@@H](CC=2C3=CC=CC=C3NC12)C(=O)OC (methyl (3S)-1,2,3,4-tetrahydro-β-carboline-3-carboxylate), [BH4-].[Na+] (NaBH4). Solvent: C(C)O (ethanol). Run at time 12 hour. The product is OC[C@H]1NCC=2NC3=CC=CC=C3C2C1 ((3S)-3-hydroxymethyl-1,2,3,4-tetrahydro-β-carboline). Yield: 68.5%. As a reaction SMILES: [CH2:1]1[C:13]2[NH:12][C:11]3[C:6](=[CH:7][CH:8]=[CH:9][CH:10]=3)[C:5]=2[CH2:4][C@@H:3]([C:14](OC)=[O:15])[NH:2]1.[BH4-].[Na+]>C(O)C>[OH:15][CH2:14][C@@H:3]1[CH2:4][C:5]2[C:6]3[C:11](=[CH:10][CH:9]=[CH:8][CH:7]=3)[NH:12][C:13]=2[CH2:1][NH:2]1 |f:1.2|. Procedure: A mixture of 15 g of methyl (3S)-1,2,3,4-tetrahydro-β-carboline-3-carboxylate, 6.99 g of NaBH4, and 225 ml of 80% ethanol is stirred at room temperaure for 12 hours, and then refluxed for 1.5 hours. The insoluble materials are filtered off and washed with hot ethanol. The filtrate and the washing are combined and distilled to remove the solvent. Water (40 ml) is added to the residue, and the solution is stirred for 40 minutes. The precipitates are collected by filtration, dried and then recrysta... Conditions: time 8 hour. As a reaction SMILES: [S:1]1[C:10]2[C:9]3[CH:11]=[CH:12][CH:13]=[CH:14][C:8]=3[N:7]([C:15]([C:17]3[CH:22]=[CH:21][C:20]([NH:23][C:24](=[O:33])[C:25]4[CH:30]=[CH:29][CH:28]=[C:27]([F:31])[C:26]=4[CH3:32])=[CH:19][CH:18]=3)=[O:16])[CH2:6][CH2:5][C:4]=2[CH:3]=[CH:2]1.[Cl:34]N1C(=O)CCC1=O>C(OCC)(=O)C>[Cl:34][C:2]1[S:1][C:10]2[C:9]3[CH:11]=[CH:12][CH:13]=[CH:14][C:8]=3[N:7]([C:15]([C:17]3[CH:22]=[CH:21][C:20]([NH:23][C:24](=[O:33])[C:25]4[CH:30]=[CH:29][CH:28]=[C:27]([F:31])[C:26]=4[CH3:32])=[CH:19][CH:18]=3)=[O:16])[CH2:6][CH2:5][C:4]=2[CH:3]=1. Yields the product ClC1=CC=2CCN(C3=C(C2S1)C=CC=C3)C(=O)C3=CC=C(C=C3)NC(C3=C(C(=CC=C3)F)C)=O (N-[4-[(2-Chloro-4,5-dihydro-6H-thieno[3,2-d][1]benzazepin-6-yl)carbonyl]phenyl]-2-methyl-3-fluorobenzamide). The solvent is C(C)(=O)OCC (ethyl acetate). Starting materials: S1C=CC=2CCN(C3=C(C21)C=CC=C3)C(=O)C3=CC=C(C=C3)NC(C3=C(C(=CC=C3)F)C)=O (N-[4-[(4,5-dihydro-6H-thieno[3,2-d][1]benzazepin-6-yl)carbonyl]phenyl]-2-methyl-3-fluorobenzamide), ClN1C(CCC1=O)=O (N-chlorosuccinimide). Procedure details: To a solution of 0.457 g (1.0 mmol) of N-[4-[(4,5-dihydro-6H-thieno[3,2-d][1]benzazepin-6-yl)carbonyl]phenyl]-2-methyl-3-fluorobenzamide in 25 ml of ethyl acetate is added 1.0 mmol of N-chlorosuccinimide. The mixture is stirred overnight and filtered. The filtrate is washed with water, 1N HCl, 1M NaHCO3, H2O and dried (Na2SO4). The solvent is removed to give the product as a solid. Reactants: C1CCOC1, [K+], [K+], N#CBr, CC(N)(CO)c1ccccc1, O=C([O-])[O-]. Product: CC1(c2ccccc2)COC(N)=N1. Reaction SMILES: [CH2:21]1[O:22][CH2:23][CH2:24][CH2:25]1.[K+:12].[K+:13].[N:18]#[C:19][Br:20].[NH2:1][C:2]([CH2:3][OH:4])([CH3:5])[c:6]1[cH:7][cH:8][cH:9][cH:10][cH:11]1.[O-:14][C:15]([O-:16])=[O:17]>>[N:1]1=[C:19]([NH2:18])[O:4][CH2:3][C:2]1([CH3:5])[c:6]1[cH:7][cH:8][cH:9][cH:10][cH:11]1.